From a dataset of the Open Reaction Database (ORD), a public repository of structured organic reaction records. describe an organic reaction: reactants, conditions, products, and yield Procedure: 4,6-Dichloropyrimidine (5.58 g, 37.4 mmol) and 3-nitrophenylboronic acid (5.00 g, 27.2 mmol) were added to a stirred mixture of dimethoxyethane (112 mL) and water (17 mL), followed by the addition of NaHCO3 (6.28 g, 75 mmol) and (PPh3)2PdCl2 (0.787 g, 1.12 mmol) herein, and the reaction mixture was refluxed for 8 h. The solvent was removed under reduced pressure. The residue was taken up in CH2Cl2 (100 mL), and the resulting solution washed with water, dried over anhydrous K2CO3, filtered and th... Reactants: ClC1=NC=NC(=C1)Cl (4,6-Dichloropyrimidine), [N+](=O)([O-])C=1C=C(C=CC1)B(O)O (3-nitrophenylboronic acid), C(OC)COC (dimethoxyethane), C(=O)(O)[O-].[Na+] (NaHCO3). Reagents/catalysts: Cl[Pd]([P](C1=CC=CC=C1)(C2=CC=CC=C2)C3=CC=CC=C3)([P](C4=CC=CC=C4)(C5=CC=CC=C5)C6=CC=CC=C6)Cl ((PPh3)2PdCl2). Reaction SMILES: Cl[C:2]1[CH:7]=[C:6]([Cl:8])[N:5]=[CH:4][N:3]=1.[N+:9]([C:12]1[CH:13]=[C:14](B(O)O)[CH:15]=[CH:16][CH:17]=1)([O-:11])=[O:10].C(COC)OC.C([O-])(O)=O.[Na+]>Cl[Pd](Cl)([P](C1C=CC=CC=1)(C1C=CC=CC=1)C1C=CC=CC=1)[P](C1C=CC=CC=1)(C1C=CC=CC=1)C1C=CC=CC=1.O>[Cl:8][C:6]1[CH:7]=[C:2]([C:16]2[CH:15]=[CH:14][CH:13]=[C:12]([N+:9]([O-:11])=[O:10])[CH:17]=2)[N:3]=[CH:4][N:5]=1 |f:3.4,^1:34,53|. Solvent: O (water). Isolated yield 86.1%. Yields the product ClC1=NC=NC(=C1)C1=CC(=CC=C1)[N+](=O)[O-] (4-chloro-6-(3-nitro-phenyl)-pyrimidine). Procedure details: N-Phthalimidoethyl(benzyl)-3-amino-1-propanol (4.62 g, 11.95 mmol), Pd/C 10% (1 g) and MeOH:acetic acid (95:5, v/v) (100 mL) was transferred to a 250 mL par hydrogenation flask. The flask was purged and filled with H2 three times and then left under H2 at 55 psi with shaking. The mixture absorbed 20 psi of H2 in 30 minutes. The shaking was stopped and the pressure was raised to 55 psi again. After 3 hrs the pressure was 45 psi so the pressure was increased to 55 psi once more. The reaction was c... RXN SMILES: [C:1]1(=[O:25])[N:5]([CH2:6][CH2:7][NH:8][CH2:9][CH2:10][CH:11](CC2C=CC=CC=2)[OH:12])[C:4](=[O:20])[C:3]2=[CH:21][CH:22]=[CH:23][CH:24]=[C:2]12>[Pd].CO.C(O)(=O)C>[C:4]1(=[O:20])[N:5]([CH2:6][CH2:7][NH:8][CH2:9][CH2:10][CH2:11][OH:12])[C:1](=[O:25])[C:2]2=[CH:24][CH:23]=[CH:22][CH:21]=[C:3]12 |f:2.3|. The yield is 84.6%. Starting materials: C1(C=2C(C(N1CCNCCC(O)CC1=CC=CC=C1)=O)=CC=CC2)=O (N-Phthalimidoethyl(benzyl)-3-amino-1-propanol). Run in CO.C(C)(=O)O (MeOH acetic acid). Conditions: time 3 hour. The reagents and catalysts are [Pd] (Pd/C). Product: C1(C=2C(C(N1CCNCCCO)=O)=CC=CC2)=O (N-Phthalimidoethyl-3-amino-1-propanol). Starting materials: Br.ClC1=C(C=CC(=C1)Cl)C=1N=CSC1C (4-(2',4'-dichlorophenyl)-5-methylthiazole hydrobromide), BrN1C(CCC1=O)=O (N-bromosuccinimide). Solvent: C(Cl)(Cl)(Cl)Cl (carbon tetrachloride). The product is ClC1=C(C=CC(=C1)Cl)C=1N=CSC1CBr (4-(2',4'-dichlorophenyl)-5-bromomethyl thiazole), crude product. Reaction SMILES: Br.[Cl:2][C:3]1[CH:8]=[C:7]([Cl:9])[CH:6]=[CH:5][C:4]=1[C:10]1[N:11]=[CH:12][S:13][C:14]=1[CH3:15].[Br:16]N1C(=O)CCC1=O>C(Cl)(Cl)(Cl)Cl>[Cl:2][C:3]1[CH:8]=[C:7]([Cl:9])[CH:6]=[CH:5][C:4]=1[C:10]1[N:11]=[CH:12][S:13][C:14]=1[CH2:15][Br:16] |f:0.1|. Procedure: The product was neutralised and the free thiazole was treated with N-bromosuccinimide in refluxing carbon tetrachloride for 16 hours with irradiation by a lamp to give 4-(2',4'-dichlorophenyl)-5-bromomethyl thiazole The crude product was dissolved in dry acetonitrile, sodium triazole (0.91 g; 0.01 mole) was added and the mixture stirred for 16 hours at 20° C. to give, after chromatography using silica gel/chloroform: 2% ethanol, the title compound (0.71 g; 23%). m.p. 120°-123° C. The reactants are Brc1ccc2[nH]ccc2c1, C=CCI, CS(C)=O, [Na+], [OH-], O. The product is C=CCn1ccc2cc(Br)ccc21. As a reaction SMILES: [Br:3][c:4]1[cH:5][c:6]2[cH:7][cH:8][nH:9][c:10]2[cH:11][cH:12]1.[CH2:13]([CH:14]=[CH2:15])[I:16].[CH3:17][S:18]([CH3:19])=[O:20].[Na+:2].[OH-:1].[OH2:21]>>[Br:3][c:4]1[cH:5][c:6]2[cH:7][cH:8][n:9]([CH2:15][CH:14]=[CH2:13])[c:10]2[cH:11][cH:12]1. Reactants: C(C)(C)(C)OC(=O)N1CCC2=C(N(N=C2CC1)C(CC)CC)OS(=O)(=O)C(F)(F)F (2-(1-ethyl-propyl)-3-trifluoromethanesulfonyloxy-4,5,7,8-tetrahydro-2H-1,2,6-triaza-azulene-6-carboxylic acid tert-butyl ester), C1(=CC=CC=C1)B(O)O (phenylboronic acid). The product is C(C)C(CC)N1N=C2CCNCCC2=C1C1=CC=CC=C1 (2-(1-Ethyl-propyl)-3-phenyl-2,4,5,6,7,8-hexahydro-1,2,6-triaza-azulene). Yield: 42.9%. Reaction SMILES: C(OC([N:8]1[CH2:17][CH2:16][C:15]2[C:11](=[C:12](OS(C(F)(F)F)(=O)=O)[N:13]([CH:18]([CH2:21][CH3:22])[CH2:19][CH3:20])[N:14]=2)[CH2:10][CH2:9]1)=O)(C)(C)C.[C:31]1(B(O)O)[CH:36]=[CH:35][CH:34]=[CH:33][CH:32]=1>>[CH2:21]([CH:18]([N:13]1[C:12]([C:31]2[CH:36]=[CH:35][CH:34]=[CH:33][CH:32]=2)=[C:11]2[C:15]([CH2:16][CH2:17][NH:8][CH2:9][CH2:10]2)=[N:14]1)[CH2:19][CH3:20])[CH3:22]. Reported procedure: The title compound (40 mg) was prepared as in Example 177, Steps C and D, using 150 mg of 2-(1-ethyl-propyl)-3-trifluoromethanesulfonyloxy-4,5,7,8-tetrahydro-2H-1,2,6-triaza-azulene-6-carboxylic acid tert-butyl ester (Example 183, Step A) and 120 mg of phenylboronic acid. MS (ESI): exact mass calculated for C18H25N3, 283.20. found, m/z 284.4 [M+H]+. 1H NMR (500 MHz, CDCl3): 7.48-7.38 (m, 3H), 7.24-7.19 (m, 2H), 3.77-3.70 (m, 1H), 3.36-3.31 (m, 2H), 3.24-3.19 (m, 2H), 3.14-3.09 (m, 2H), 2.71-2.65...